From a dataset of the Open Reaction Database (ORD), a public repository of structured organic reaction records. describe an organic reaction: reactants, conditions, products, and yield The reactants are solid, BrC1=CC(=CC=2C(=C3N(C12)CCNC3=O)C)Cl (6-bromo-8-chloro-10-methyl-3,4-dihydro-2H-pyrazino[1,2-a]indol-1-one), BrC1=CC(=CC=2C(=C3N(C12)CCNC3=O)C)Cl (6-bromo-8-chloro-10-methyl-3,4-dihydro-2H-pyrazino[1,2-a]indol-1-one), ClC1=C(C=C(C=C1)B(O)O)F (4-chloro-3-fluoro-phenylboronic acid). Yields the product ClC1=CC=2C(=C3N(C2C(=C1)C1=CC(=C(C=C1)Cl)F)CCNC3=O)C (8-Chloro-6-(4-chloro-3-fluoro-phenyl)-10-methyl-3,4-dihydro-2H-pyrazino[1,2-a]indol-1-one). Reaction SMILES: Br[C:2]1[C:10]2[N:9]3[CH2:11][CH2:12][NH:13][C:14](=[O:15])[C:8]3=[C:7]([CH3:16])[C:6]=2[CH:5]=[C:4]([Cl:17])[CH:3]=1.[Cl:18][C:19]1[CH:24]=[CH:23][C:22](B(O)O)=[CH:21][C:20]=1[F:28]>>[Cl:17][C:4]1[CH:3]=[C:2]([C:22]2[CH:23]=[CH:24][C:19]([Cl:18])=[C:20]([F:28])[CH:21]=2)[C:10]2[N:9]3[CH2:11][CH2:12][NH:13][C:14](=[O:15])[C:8]3=[C:7]([CH3:16])[C:6]=2[CH:5]=1. Procedure: The title compound, light yellow solid (80 mg, 88%), MS (ISP) m/z=363.4 [(M+H)+], mp 242.5° C., was prepared in accordance with the general method of example 1 from 6-bromo-8-chloro-10-methyl-3,4-dihydro-2H-pyrazino[1,2-a]indol-1-one (intermediate 12) (78.4 mg, 0.25 mmol) and commercially available 4-chloro-3-fluoro-phenylboronic acid (56.7 mg, 0.325 mmol). Reactants: Nc1cc(Cl)cnc1Br, O=S(=O)(Cl)c1ccc(Cl)c(C(F)(F)F)c1, c1ccncc1. The product is O=S(=O)(Nc1cc(Cl)cnc1Br)c1ccc(Cl)c(C(F)(F)F)c1. As a reaction SMILES: [Br:16][c:17]1[n:18][cH:19][c:20]([Cl:24])[cH:21][c:22]1[NH2:23].[Cl:1][c:2]1[c:3]([C:12]([F:13])([F:14])[F:15])[cH:4][c:5]([S:8](=[O:9])(=[O:10])[Cl:11])[cH:6][cH:7]1.[cH:25]1[cH:26][cH:27][n:28][cH:29][cH:30]1>>[Cl:1][c:2]1[c:3]([C:12]([F:13])([F:14])[F:15])[cH:4][c:5]([S:8](=[O:9])(=[O:10])[NH:23][c:22]2[c:17]([Br:16])[n:18][cH:19][c:20]([Cl:24])[cH:21]2)[cH:6][cH:7]1. Reactants: [Cs] (cesium), P(=O)(OCC1=CC=CC=C1)(OCC1=CC=CC=C1)[O-] (dibenzyl phosphate), Formula III, P(=O)([O-])([O-])[O-] (phosphate), C([O-])([O-])=O.[Cs+].[Cs+] (cesium carbonate), ice water, ClCN1S(N(C(C1=O)CCC(C)C)C)(=O)=O (2-chloromethyl-4-(3-methylbutyl)-5-methyl-1,2,5-thiadiazolidin-3-one 1,1-dioxide). Solvent: CO (methanol). Reaction conditions: time 48 hour. Product: C(C1=CC=CC=C1)OP(=O)(OCN1S(N(C(C1=O)CCC(C)C)C)(=O)=O)OCC1=CC=CC=C1 (2-(dibenzyloxyphosphinyloxymethyl)-4-(3-methylbutyl)-5-methyl-1,2,5-thiadiazolidin-3-one 1,1-dioxide). Yield: 15.0%. Reaction SMILES: [Cs].[P:2]([O-:20])([O:12][CH2:13][C:14]1[CH:19]=[CH:18][CH:17]=[CH:16][CH:15]=1)([O:4][CH2:5][C:6]1[CH:11]=[CH:10][CH:9]=[CH:8][CH:7]=1)=[O:3].P([O-])([O-])([O-])=O.C(=O)([O-])[O-].[Cs+].[Cs+].Cl[CH2:33][N:34]1[C:38](=[O:39])[CH:37]([CH2:40][CH2:41][CH:42]([CH3:44])[CH3:43])[N:36]([CH3:45])[S:35]1(=[O:47])=[O:46]>CO>[CH2:13]([O:12][P:2]([O:4][CH2:5][C:6]1[CH:11]=[CH:10][CH:9]=[CH:8][CH:7]=1)([O:20][CH2:33][N:34]1[C:38](=[O:39])[CH:37]([CH2:40][CH2:41][CH:42]([CH3:43])[CH3:44])[N:36]([CH3:45])[S:35]1(=[O:46])=[O:47])=[O:3])[C:14]1[CH:19]=[CH:18][CH:17]=[CH:16][CH:15]=1 |f:3.4.5,^1:0|. Reported procedure: To the cesium salt of dibenzyl phosphate (Formula III: A=B=CH2Ph) (prepared from 2.07 g of the phosphate and 1.21 g of cesium carbonate in methanol followed by removal of the methanol) in 30 ml of DMF was added 2-chloromethyl-4-(3-methylbutyl)-5-methyl-1,2,5-thiadiazolidin-3-one 1,1-dioxide (1 g; 3.72 mmol) and the mixture was allowed to stir at room temperature for 48 hours. The mixture was poured into ice/water, extracted with ethyl acetate, and the organic layer was washed with water, brine a...